From a dataset of the Open Reaction Database (ORD), a public repository of structured organic reaction records. describe an organic reaction: reactants, conditions, products, and yield Reactants: C(C)(C)(C)OC(N(CC)CC=1C(=NC2=CC=CC=C2C1)Cl)=O ((2-Chloro-quinolin-3-ylmethyl)-ethyl-carbamic acid tert-butyl ester), COCCOC (DME), C(C)OC(CC1=CC(=C(C=C1)OC)B1OC(C(O1)(C)C)(C)C)=O ([4-methoxy-3-(4,4,5,5-tetramethyl-[1,3,2]dioxaborolan-2-yl)-phenyl]-acetic acid ethyl ester), C([O-])([O-])=O.[K+].[K+] (potassium carbonate). The reagents and catalysts are C=1C=CC(=CC1)[P](C=2C=CC=CC2)(C=3C=CC=CC3)[Pd]([P](C=4C=CC=CC4)(C=5C=CC=CC5)C=6C=CC=CC6)([P](C=7C=CC=CC7)(C=8C=CC=CC8)C=9C=CC=CC9)[P](C=1C=CC=CC1)(C=1C=CC=CC1)C=1C=CC=CC1 (tetrakis(triphenylphosphine)palladium(0)). The solvent is O (H2O). The product is C(C)OC(CC1=CC(=C(C=C1)OC)C1=NC2=CC=CC=C2C=C1CN(CC)C(=O)OC(C)(C)C)=O ((3-{3-[(tert-Butoxycarbonyl-ethyl-amino)-methyl]-quinolin-2-yl}-4-methoxy-phenyl)-acetic acid ethyl ester). Reaction SMILES: [C:1]([O:5][C:6](=[O:22])[N:7]([CH2:10][C:11]1[C:12](Cl)=[N:13][C:14]2[C:19]([CH:20]=1)=[CH:18][CH:17]=[CH:16][CH:15]=2)[CH2:8][CH3:9])([CH3:4])([CH3:3])[CH3:2].[CH2:23]([O:25][C:26](=[O:45])[CH2:27][C:28]1[CH:33]=[CH:32][C:31]([O:34][CH3:35])=[C:30](B2OC(C)(C)C(C)(C)O2)[CH:29]=1)[CH3:24].C(=O)([O-])[O-].[K+].[K+].COCCOC>C1C=CC([P]([Pd]([P](C2C=CC=CC=2)(C2C=CC=CC=2)C2C=CC=CC=2)([P](C2C=CC=CC=2)(C2C=CC=CC=2)C2C=CC=CC=2)[P](C2C=CC=CC=2)(C2C=CC=CC=2)C2C=CC=CC=2)(C2C=CC=CC=2)C2C=CC=CC=2)=CC=1.O>[CH2:23]([O:25][C:26](=[O:45])[CH2:27][C:28]1[CH:33]=[CH:32][C:31]([O:34][CH3:35])=[C:30]([C:12]2[C:11]([CH2:10][N:7]([C:6]([O:5][C:1]([CH3:4])([CH3:3])[CH3:2])=[O:22])[CH2:8][CH3:9])=[CH:20][C:19]3[C:14](=[CH:15][CH:16]=[CH:17][CH:18]=3)[N:13]=2)[CH:29]=1)[CH3:24] |f:2.3.4,^1:61,63,82,101|. Procedure: (2-Chloro-quinolin-3-ylmethyl)-ethyl-carbamic acid tert-butyl ester (1.0 g, 3.11 mmol), [4-methoxy-3-(4,4,5,5-tetramethyl-[1,3,2]dioxaborolan-2-yl)-phenyl]-acetic acid ethyl ester (1.07 g, 3.34 mmol), potassium carbonate (1.08 g, 7.8 mmol), and catalytic tetrakis(triphenylphosphine)palladium(0) were combined in 2:1 DME:H2O (18 mL), and stirred at 80° C. for 6 hours. After standard work-up, the residue was purified by silica gel chromatography to give the title compound. The reactants are CC[Zn]CC, CC(=O)OC(C)=O, CCCCCC, Cc1ccccc1, O=Cc1ccccc1, NO. Yields the product CCC(OC(C)=O)c1ccccc1. Reaction SMILES: [CH3:11][CH2:12][Zn:13][CH2:14][CH3:15].[CH3:16][C:17](=[O:18])[O:19][C:20](=[O:21])[CH3:22].[CH3:23][CH2:24][CH2:25][CH2:26][CH2:27][CH3:28].[CH3:29][c:30]1[cH:31][cH:32][cH:33][cH:34][cH:35]1.[CH:3](=[O:4])[c:5]1[cH:6][cH:7][cH:8][cH:9][cH:10]1.[NH2:1][OH:2]>>[CH:3]([O:4][C:17]([CH3:16])=[O:18])([c:5]1[cH:6][cH:7][cH:8][cH:9][cH:10]1)[CH2:14][CH3:15]. Starting materials: C(C)OC(C(=O)C=1SC=CC1NC1=C(C=CC=C1Cl)Cl)=O (3-(2,6-dichloroanilino)-2-thiophenglyoxylic acid ethyl ester), [OH-].[K+] (potassium hydroxide). Solvent: O (water), C(C)O (ethanol). Conditions: time 10 minute. The product is ClC1=C(NC2=C(SC=C2)C(C(=O)O)=O)C(=CC=C1)Cl (3-(2,6-dichloroanilino)-2-thiophenglyoxylic acid). RXN SMILES: C([O:3][C:4](=[O:21])[C:5]([C:7]1[S:8][CH:9]=[CH:10][C:11]=1[NH:12][C:13]1[C:18]([Cl:19])=[CH:17][CH:16]=[CH:15][C:14]=1[Cl:20])=[O:6])C.[OH-].[K+]>C(O)C.O>[Cl:20][C:14]1[CH:15]=[CH:16][CH:17]=[C:18]([Cl:19])[C:13]=1[NH:12][C:11]1[CH:10]=[CH:9][S:8][C:7]=1[C:5](=[O:6])[C:4]([OH:21])=[O:3] |f:1.2|. Procedure details: 3.44 g (10 mmoles) of 3-(2,6-dichloroanilino)-2-thiophenglyoxylic acid ethyl ester are dissolved in 10 ml of ethanol with 1 g of potassium hydroxide until a homogeneous solution has formed--after 10 minutes. The solution is diluted with 50 ml of water, acidified and extracted with ethyl acetate; the organic phase is dried and concentrated. Recrystallization from cyclohexane with a little toluene yields 3-(2,6-dichloroanilino)-2-thiophenglyoxylic acid.